Dataset: the Open Reaction Database (ORD), a public repository of structured organic reaction records. Task: describe an organic reaction: reactants, conditions, products, and yield The reactants are CC(C)(C)OC(=O)CNc1cc(C(N)=O)nc2ccc(C(F)(F)F)cc12, CCOCC, ClCCl, O=C(O)C(F)(F)F, CSc1ccccc1. Yields the product NC(=O)c1cc(NCC(=O)O)c2cc(C(F)(F)F)ccc2n1. Reaction SMILES: [C:1]([NH2:2])(=[O:3])[c:4]1[n:5][c:6]2[cH:7][cH:8][c:9]([C:23]([F:24])([F:25])[F:26])[cH:10][c:11]2[c:12]([NH:14][CH2:15][C:16](=[O:17])[O:18][C:19]([CH3:20])([CH3:21])[CH3:22])[cH:13]1.[CH3:45][CH2:46][O:47][CH2:48][CH3:49].[Cl:42][CH2:43][Cl:44].[OH:35][C:36]([C:37]([F:38])([F:39])[F:40])=[O:41].[c:27]1([S:28][CH3:29])[cH:30][cH:31][cH:32][cH:33][cH:34]1>>[C:1]([NH2:2])(=[O:3])[c:4]1[n:5][c:6]2[cH:7][cH:8][c:9]([C:23]([F:24])([F:25])[F:26])[cH:10][c:11]2[c:12]([NH:14][CH2:15][C:16](=[O:17])[OH:18])[cH:13]1. The reactants are CCOC(=O)c1nc2n(c(=O)c1OCc1ccccc1)CCC=C2c1ccccc1, ClCCl, O=C(O)C(F)(F)F. Product: CCOC(=O)c1nc2n(c(=O)c1O)CCC=C2c1ccccc1. As a reaction SMILES: [CH2:1]([c:2]1[cH:3][cH:4][cH:5][cH:6][cH:7]1)[O:8][c:9]1[c:10]([C:26](=[O:27])[O:28][CH2:29][CH3:30])[n:11][c:12]2[n:13]([c:14]1=[O:15])[CH2:16][CH2:17][CH:18]=[C:19]2[c:20]1[cH:21][cH:22][cH:23][cH:24][cH:25]1.[Cl:38][CH2:39][Cl:40].[OH:31][C:32]([C:33]([F:34])([F:35])[F:36])=[O:37]>>[OH:8][c:9]1[c:10]([C:26](=[O:27])[O:28][CH2:29][CH3:30])[n:11][c:12]2[n:13]([c:14]1=[O:15])[CH2:16][CH2:17][CH:18]=[C:19]2[c:20]1[cH:21][cH:22][cH:23][cH:24][cH:25]1. RXN SMILES: [CH3:19][C:20](=[O:21])[OH:22].[CH3:1][CH:2]1[O:3][c:4]2[c:5]([cH:7][cH:8][c:9]([NH:11][C:12](=[O:13])[CH3:14])[cH:10]2)[O:6]1.[OH:15][N+:16]([O-:17])=[O:18]>>[CH3:1][CH:2]1[O:3][c:4]2[c:5]([cH:7][c:8]([N+:16](=[O:15])[O-:17])[c:9]([NH:11][C:12](=[O:13])[CH3:14])[cH:10]2)[O:6]1. Starting materials: CC(=O)O, CC(=O)Nc1ccc2c(c1)OC(C)O2, O=[N+]([O-])O. The product is CC(=O)Nc1cc2c(cc1[N+](=O)[O-])OC(C)O2. The reactants are FC1=C(C=C(C=C1)[N+](=O)[O-])C (2-fluoro-5-nitrotoluene), OC(CN)CO (2,3-dihydroxy-1-propylamine), C(=O)([O-])[O-].[K+].[K+] (K2CO3), water ice. Run in CN1C(CCC1)=O (N-methylpyrrolidinone). Reaction conditions: temperature 60 celsius. Yields the product [N+](=O)([O-])C1=CC(=C(C=C1)NCC(CO)O)C (3-(4-nitro-2-methylphenylamino)propane-1,2-diol). Yield: 68.6%. Reaction SMILES: F[C:2]1[CH:7]=[CH:6][C:5]([N+:8]([O-:10])=[O:9])=[CH:4][C:3]=1[CH3:11].[OH:12][CH:13]([CH2:16][OH:17])[CH2:14][NH2:15].C([O-])([O-])=O.[K+].[K+]>CN1CCCC1=O>[N+:8]([C:5]1[CH:6]=[CH:7][C:2]([NH:15][CH2:14][CH:13]([OH:12])[CH2:16][OH:17])=[C:3]([CH3:11])[CH:4]=1)([O-:10])=[O:9] |f:2.3.4|. Reported procedure: 2 g of 2-fluoro-5-nitrotoluene were added to a solution of 20 ml of N-methylpyrrolidinone, 1.4 g of 2,3-dihydroxy-1-propylamine, and 2.14 g of K2CO3. The reaction medium was heated at 60° C. for 15 hours and, after cooling to room temperature, was poured into a water/ice mixture. A yellow precipitate formed, which was filtered off, reslurried in water and then dried over P2O5. 2 g of 3-(4-nitro-2-methylphenylamino)propane-1,2-diol (7) were obtained. Starting materials: CCOCC, CC(=O)O, CO, C=[N+]=[N-], C=Cc1c(C(=O)O)c2ccccc2[nH]c1=O. Product: C=Cc1c(C(=O)OC)c2ccccc2[nH]c1=O. RXN SMILES: [CH2:26]([O:27][CH2:28][CH3:29])[CH3:30].[CH3:20][C:21](=[O:22])[OH:23].[CH3:24][OH:25].[N+:17](=[N-:18])=[CH2:19].[O:1]=[c:2]1[nH:3][c:4]2[cH:5][cH:6][cH:7][cH:8][c:9]2[c:10]([C:14](=[O:15])[OH:16])[c:11]1[CH:12]=[CH2:13]>>[O:1]=[c:2]1[nH:3][c:4]2[cH:5][cH:6][cH:7][cH:8][c:9]2[c:10]([C:14]([O:15][CH3:19])=[O:16])[c:11]1[CH:12]=[CH2:13]. Starting materials: CCOC(=O)CC1CCC(=O)C(Br)C1, CCO, Sc1ccc(Cl)cc1, [K+], [OH-]. Product: CCOC(=O)CC1CCC(=O)C(Sc2ccc(Cl)cc2)C1. As a reaction SMILES: [CH2:11]([CH3:12])[O:13][C:14]([CH2:15][CH:16]1[CH2:17][CH:18]([Br:23])[C:19](=[O:22])[CH2:20][CH2:21]1)=[O:24].[CH3:25][CH2:26][OH:27].[Cl:1][c:2]1[cH:3][cH:4][c:5]([SH:8])[cH:6][cH:7]1.[K+:10].[OH-:9]>>[Cl:1][c:2]1[cH:3][cH:4][c:5]([S:8][CH:18]2[CH2:17][CH:16]([CH2:15][C:14]([O:13][CH2:11][CH3:12])=[O:24])[CH2:21][CH2:20][C:19]2=[O:22])[cH:6][cH:7]1. Starting materials: [N+](=O)([O-])C1=CC=C(C=C1)C=1C(=C(NC1)NC(=O)NCC)C(=O)N (4-(4-nitrophenyl)-2-(3-ethylureido)-1H-pyrrole-3-carboxamide), [H][H] (hydrogen). Reagents/catalysts: [Pd] (palladium on carbon). Solvent: CO (methanol). Yields the product NC1=CC=C(C=C1)C=1C(=C(NC1)NC(=O)NCC)C(=O)N (4-(4-aminophenyl)-2-(3-ethylureido)-1H-pyrrole-3-carboxamide). Isolated yield 53.8%. Reaction SMILES: [N+:1]([C:4]1[CH:9]=[CH:8][C:7]([C:10]2[C:11]([C:21]([NH2:23])=[O:22])=[C:12]([NH:15][C:16]([NH:18][CH2:19][CH3:20])=[O:17])[NH:13][CH:14]=2)=[CH:6][CH:5]=1)([O-])=O.[H][H]>[Pd].CO>[NH2:1][C:4]1[CH:5]=[CH:6][C:7]([C:10]2[C:11]([C:21]([NH2:23])=[O:22])=[C:12]([NH:15][C:16]([NH:18][CH2:19][CH3:20])=[O:17])[NH:13][CH:14]=2)=[CH:8][CH:9]=1. Procedure details: 0.115 g (0.362 mmol) of 4-(4-nitrophenyl)-2-(3-ethylureido)-1H-pyrrole-3-carboxamide is added at a temperature in the region of 25° C. to a suspension of 0.067 g (0.0636 mmol) of 10% palladium on carbon in 15 cm3 of methanol. After hydrogenating for 2.5 hours in an autoclave under 2 bar of hydrogen, at a temperature in the region of 25° C., the reaction mixture is filtered, the catalyst is rinsed with three times 5 cm3 of methanol and then the filtrate is concentrated to dryness under reduced pr...